This data is from the Open Reaction Database (ORD), a public repository of structured organic reaction records. The task is: describe an organic reaction: reactants, conditions, products, and yield The reactants are CN1CCCC1=O, CCOC(=O)C(C)(C)c1nc2ccc(Cl)nn2c1C, O, NCCCN1CCC(OC(c2ccccc2)c2ccccc2)CC1. Product: CCOC(=O)C(C)(C)c1nc2ccc(NCCCN3CCC(OC(c4ccccc4)c4ccccc4)CC3)nn2c1C. As a reaction SMILES: [CH3:45][N:46]1[CH2:47][CH2:48][CH2:49][C:50]1=[O:51].[Cl:25][c:26]1[cH:27][cH:28][c:29]2[n:30]([n:31]1)[c:32]([CH3:43])[c:33]([C:35]([C:36](=[O:37])[O:38][CH2:39][CH3:40])([CH3:41])[CH3:42])[n:34]2.[OH2:44].[c:1]1([CH:7]([O:8][CH:9]2[CH2:10][CH2:11][N:12]([CH2:15][CH2:16][CH2:17][NH2:18])[CH2:13][CH2:14]2)[c:19]2[cH:20][cH:21][cH:22][cH:23][cH:24]2)[cH:2][cH:3][cH:4][cH:5][cH:6]1>>[c:1]1([CH:7]([O:8][CH:9]2[CH2:10][CH2:11][N:12]([CH2:15][CH2:16][CH2:17][NH:18][c:26]3[cH:27][cH:28][c:29]4[n:30]([n:31]3)[c:32]([CH3:43])[c:33]([C:35]([C:36](=[O:37])[O:38][CH2:39][CH3:40])([CH3:41])[CH3:42])[n:34]4)[CH2:13][CH2:14]2)[c:19]2[cH:20][cH:21][cH:22][cH:23][cH:24]2)[cH:2][cH:3][cH:4][cH:5][cH:6]1.